This data is from the Open Reaction Database (ORD), a public repository of structured organic reaction records. The task is: describe an organic reaction: reactants, conditions, products, and yield Starting materials: [H-].[Na+] (NaH), Cl.N1C=NC(=C1)C=CC(=O)OC (Methyl 3-(Imidazol-4-yl)-2-propenoate hydrochloride), CI (methyl iodide). Solvent: hexanes, CCOC(=O)C (EtOAc), O (H2O). Run at time 24 hour. Product: CN1C=NC(=C1)C=CC(=O)OC (Methyl 3-(1-Methylimidazol-4-yl)-2-propenoate). Reaction SMILES: [H-].[Na+].Cl.[NH:4]1[CH:8]=[C:7]([CH:9]=[CH:10][C:11]([O:13][CH3:14])=[O:12])[N:6]=[CH:5]1.[CH3:15]I>CCOC(C)=O.O>[CH3:15][N:4]1[CH:8]=[C:7]([CH:9]=[CH:10][C:11]([O:13][CH3:14])=[O:12])[N:6]=[CH:5]1 |f:0.1,2.3|. Procedure details: NaH (0.85 g of a 60% dispersion in oil, 21.2 mmol) was placed in a flask, suspended in hexanes, and allowed to settle. The hexanes was decanted and DMF (50 mL) was added, followed by 35-2 (2 g, 10.6 mmol). After 10 minutes methyl iodide (0.79 mL, 12.7 mmol) was added. After stirring for 24 hr the solution was diluted with EtOAc and H2O and the layers were separated. The water layer was basified to pH 11 with saturated NaHCO3 and extracted with EtOAc and CH2Cl2. The organic layers were combined a... Starting materials: [Al], COc1cc(C=C2SC(=S)NC2=O)ccc1Oc1ccc(C#N)cc1C(F)(F)F, CI, CN(C)C=O. Yields the product COc1cc(C=C2SC(SC)=NC2=O)ccc1Oc1ccc(C#N)cc1C(F)(F)F. RXN SMILES: [Al:32].[CH3:1][O:2][c:3]1[c:4]([O:5][c:6]2[c:7]([C:14]([F:15])([F:16])[F:17])[cH:8][c:9]([C:10]#[N:11])[cH:12][cH:13]2)[cH:18][cH:19][c:20]([CH:22]=[C:23]2[C:24](=[O:29])[NH:25][C:26](=[S:28])[S:27]2)[cH:21]1.[CH3:30][I:31].[O:33]=[CH:34][N:35]([CH3:36])[CH3:37]>>[CH3:1][O:2][c:3]1[c:4]([O:5][c:6]2[c:7]([C:14]([F:15])([F:16])[F:17])[cH:8][c:9]([C:10]#[N:11])[cH:12][cH:13]2)[cH:18][cH:19][c:20]([CH:22]=[C:23]2[C:24](=[O:29])[N:25]=[C:26]([S:28][CH3:30])[S:27]2)[cH:21]1. Starting materials: COC=1C=C(C[C@H](N)C(=O)O)C=CC1OC (3,4-dimethoxyphenylalanine), OS(=O)(=O)O (H2SO4), C(C)O (ethanol), C(=O)([O-])[O-].[K+].[K+] (K2CO3). Solvent: O (water), O (H2O). The product is COC=1C=C(C=CC1OC)C[C@H](N)C(=O)OCC (Ethyl 3-(3,4-Dimethoxyphenyl)alaninate). Yield: 51.0%. Reaction SMILES: [CH3:1][O:2][C:3]1[CH:4]=[C:5]([CH:12]=[CH:13][C:14]=1[O:15][CH3:16])[CH2:6][C@@H:7]([C:9]([OH:11])=[O:10])[NH2:8].OS(O)(=O)=O.C([O-])([O-])=O.[K+].[K+].[CH2:28](O)[CH3:29]>O>[CH3:1][O:2][C:3]1[CH:4]=[C:5]([CH2:6][C@@H:7]([C:9]([O:11][CH2:28][CH3:29])=[O:10])[NH2:8])[CH:12]=[CH:13][C:14]=1[O:15][CH3:16] |f:2.3.4|. Reported procedure: A 47 g (0.21 mole) portion of 3,4-dimethoxyphenylalanine in 450 ml of absolute ethanol was treated with 31 ml of concentrated H2SO4. The reaction mixture was refluxed for 5 hours and poured into 1.6 l. of H2O. The solution was basified with a solution of 61 g of K2CO3 in 200 ml of water. The basified solution was extracted with three 600 ml portions of ethyl acetate. The combined extracts were washed with 1.4 l. of water, dried over MgSO4 overnight and filtered. The filtrate was concentrated und... Starting materials: Cc1cccnc1Br, [Li]CCCC, Cc1cc(C=O)oc1C, CCCCCC, C1CCOC1, O. Product: Cc1cccnc1C(O)c1cc(C)c(C)o1. RXN SMILES: [Br:1][c:2]1[n:3][cH:4][cH:5][cH:6][c:7]1[CH3:8].[CH2:15]([Li:16])[CH2:17][CH2:18][CH3:19].[CH3:20][c:21]1[cH:22][c:23]([CH:24]=[O:25])[o:26][c:27]1[CH3:28].[CH3:9][CH2:10][CH2:11][CH2:12][CH2:13][CH3:14].[O:30]1[CH2:31][CH2:32][CH2:33][CH2:34]1.[OH2:29]>>[c:2]1([CH:24]([c:23]2[cH:22][c:21]([CH3:20])[c:27]([CH3:28])[o:26]2)[OH:25])[n:3][cH:4][cH:5][cH:6][c:7]1[CH3:8]. Starting materials: CCOC(=O)C1=Cc2cc(Cl)c(CBr)cc2OC1C(F)(F)F, [N-]=[N+]=[N-], [Na+], CN(C)C=O. The product is CCOC(=O)C1=Cc2cc(Cl)c(CN=[N+]=[N-])cc2OC1C(F)(F)F. As a reaction SMILES: [Br:1][CH2:2][c:3]1[c:4]([Cl:22])[cH:5][c:6]2[c:11]([cH:12]1)[O:10][CH:9]([C:13]([F:14])([F:15])[F:16])[C:8]([C:17](=[O:18])[O:19][CH2:20][CH3:21])=[CH:7]2.[N-:24]=[N+:25]=[N-:26].[Na+:23].[O:27]=[CH:28][N:29]([CH3:30])[CH3:31]>>[CH2:2]([c:3]1[c:4]([Cl:22])[cH:5][c:6]2[c:11]([cH:12]1)[O:10][CH:9]([C:13]([F:14])([F:15])[F:16])[C:8]([C:17](=[O:18])[O:19][CH2:20][CH3:21])=[CH:7]2)[N:24]=[N+:25]=[N-:26]. The product is O1COC2=C1C=CC(=C2)C2(CC2)C(=O)NC=2C=C(C(=CC2)C)C2=CC(=C(C=C2)C#N)Cl (1-(benzo[d][1,3]dioxol-5-yl)-N-(3′-chloro-4′-cyano-6-methylbiphenyl-3-yl)cyclopropanecarboxamide). Procedure details: 1-(Benzo[d][1,3]dioxol-5-yl)-N-(4-methyl-3-(4,4,5,5-tetramethyl-1,3,2-dioxaborolan-2-yl)phenyl)cyclopropanecarboxamide (0.084 g, 0.20 mmol), 4-bromo-2-chlorobenzonitrile (0.043 g, 0.20 mmol), aqueous potassium carbonate (520 μL, 1M), FibreCat 1007 (7 mg), and DMF (1 mL) were combined. The mixture was heated at 80° C. for 18 hours. After cooling, the mixture was filtered and purified by preparative HPLC to provide 1-(benzo[d][1,3]dioxol-5-yl)-N-(3′-chloro-4′-cyano-6-methylbiphenyl-3-yl)cyclopropa... Reaction SMILES: [O:1]1[C:5]2[CH:6]=[CH:7][C:8]([C:10]3([C:13]([NH:15][C:16]4[CH:21]=[CH:20][C:19]([CH3:22])=[C:18](B5OC(C)(C)C(C)(C)O5)[CH:17]=4)=[O:14])[CH2:12][CH2:11]3)=[CH:9][C:4]=2[O:3][CH2:2]1.Br[C:33]1[CH:40]=[CH:39][C:36]([C:37]#[N:38])=[C:35]([Cl:41])[CH:34]=1.C(=O)([O-])[O-].[K+].[K+]>CN(C=O)C>[O:1]1[C:5]2[CH:6]=[CH:7][C:8]([C:10]3([C:13]([NH:15][C:16]4[CH:17]=[C:18]([C:33]5[CH:40]=[CH:39][C:36]([C:37]#[N:38])=[C:35]([Cl:41])[CH:34]=5)[C:19]([CH3:22])=[CH:20][CH:21]=4)=[O:14])[CH2:11][CH2:12]3)=[CH:9][C:4]=2[O:3][CH2:2]1 |f:2.3.4|. Reactants: O1COC2=C1C=CC(=C2)C2(CC2)C(=O)NC2=CC(=C(C=C2)C)B2OC(C(O2)(C)C)(C)C (1-(Benzo[d][1,3]dioxol-5-yl)-N-(4-methyl-3-(4,4,5,5-tetramethyl-1,3,2-dioxaborolan-2-yl)phenyl)cyclopropanecarboxamide), 1007, BrC1=CC(=C(C#N)C=C1)Cl (4-bromo-2-chlorobenzonitrile), C([O-])([O-])=O.[K+].[K+] (potassium carbonate). Conditions: temperature 80 celsius. Solvent: CN(C)C=O (DMF).